This data is from the Open Reaction Database (ORD), a public repository of structured organic reaction records. The task is: describe an organic reaction: reactants, conditions, products, and yield Starting materials: OC1CCN(CC1)C (4-hydroxy-1-methylpiperidine), FC1=CC=C(C#N)C=C1 (4-fluorobenzonitrile), CN1CCC(CC1)OC1=CC=C(C#N)C=C1 (4-(1-methylpiperidin-4-yloxy)benzonitrile). The product is CN1CCC(CC1)OC1=CC=C(C=O)C=C1 (4-(1-Methylpiperidin-4-yloxy)benzaldehyde). As a reaction SMILES: [OH:1]C1CCN(C)CC1.FC1C=CC(C#N)=CC=1.[CH3:18][N:19]1[CH2:24][CH2:23][CH:22]([O:25][C:26]2[CH:33]=[CH:32][C:29]([C:30]#N)=[CH:28][CH:27]=2)[CH2:21][CH2:20]1>>[CH3:18][N:19]1[CH2:24][CH2:23][CH:22]([O:25][C:26]2[CH:33]=[CH:32][C:29]([CH:30]=[O:1])=[CH:28][CH:27]=2)[CH2:21][CH2:20]1. Reported procedure: Synthesized from 4-hydroxy-1-methylpiperidine and 4-fluorobenzonitrile according to an analogous synthetic method to Preparation Example 15, 4-(1-methylpiperidin-4-yloxy)benzonitrile (500 mg) was used according to an analogous synthetic method to Preparation Example 16 to provide the title compound (350 mg). Reactants: CCCCCC, CC=CN1CCCCC1, [N-]=[N+]=Nc1ccc(F)cc1. Yields the product CC1N=NN(c2ccc(F)cc2)C1N1CCCCC1. As a reaction SMILES: [CH3:20][CH2:21][CH2:22][CH2:23][CH2:24][CH3:25].[CH:11](=[CH:12][CH3:13])[N:14]1[CH2:15][CH2:16][CH2:17][CH2:18][CH2:19]1.[N:1](=[N+:2]=[N-:3])[c:4]1[cH:5][cH:6][c:7]([F:10])[cH:8][cH:9]1>>[N:1]1([c:4]2[cH:5][cH:6][c:7]([F:10])[cH:8][cH:9]2)[N:2]=[N:3][CH:12]([CH3:13])[CH:11]1[N:14]1[CH2:15][CH2:16][CH2:17][CH2:18][CH2:19]1. Reported procedure: To a solution of 2-bromo-5-fluorotoluene (5 g, 26.5 mmol) in DMF (65 ml) and water (15 ml) was added butyl vinyl ether (6.6 g, 65.9 mmol), palladium acetate (0.18 g, 0.8 mmol), 1,3-bis(diphenylphosphino)propane (0.72 g, 1.75 mmol) and potassium carbonate (4.4 g, 31.8 mmol). The reaction was heated at 80° C. for 48 h under nitrogen. The cooled reaction mixture was diluted with EtOAc (˜250 ml) and concentrated HCl added and shaken. Further EtOAc and water were added to obtain an easier separation ... Reaction conditions: temperature 80 celsius. Solvent: CCOC(=O)C (EtOAc), Cl (HCl), CN(C)C=O (DMF), O (water), O (water), CCOC(=O)C (EtOAc). The reagents and catalysts are C(C)(=O)[O-].[Pd+2].C(C)(=O)[O-] (palladium acetate). Starting materials: BrC1=C(C=C(C=C1)F)C (2-bromo-5-fluorotoluene), C(=C)OCCCC (butyl vinyl ether), C1(=CC=CC=C1)P(CCCP(C1=CC=CC=C1)C1=CC=CC=C1)C1=CC=CC=C1 (1,3-bis(diphenylphosphino)propane), C([O-])([O-])=O.[K+].[K+] (potassium carbonate). Reaction SMILES: Br[C:2]1[CH:7]=[CH:6][C:5]([F:8])=[CH:4][C:3]=1[CH3:9].[CH:10]([O:12]CCCC)=[CH2:11].C1(P(C2C=CC=CC=2)CCCP(C2C=CC=CC=2)C2C=CC=CC=2)C=CC=CC=1.C(=O)([O-])[O-].[K+].[K+]>CN(C=O)C.O.CCOC(C)=O.Cl.C([O-])(=O)C.[Pd+2].C([O-])(=O)C>[F:8][C:5]1[CH:6]=[CH:7][C:2]([C:10](=[O:12])[CH3:11])=[C:3]([CH3:9])[CH:4]=1 |f:3.4.5,10.11.12|. The yield is 48.4%. The product is FC1=CC(=C(C=C1)C(C)=O)C (1-(4-Fluoro-2-methylphenyl)ethanone).